This data is from the Open Reaction Database (ORD), a public repository of structured organic reaction records. The task is: describe an organic reaction: reactants, conditions, products, and yield The reactants are CC=1C(=CC=CC1N=C=O)N=C=O (2,6-tolylene diisocyanate), C1=CC2=C(C=CC=C2N=C=O)C(=C1)N=C=O (1,5-naphthalene diisocyanate), COC1=C(C=CC(=C1)C2=CC(=C(C=C2)N=C=O)OC)N=C=O (3,3'-dimethoxy-4,4'-biphenylene diisocyanate), 4,4'-diisocyanato dicyclohexane, N(=C=O)CC1CC(CCC1)CN=C=O (1,3-diisocyanato methyl-cyclohexane), C1(=CC=C(C=C1)N=C=O)N=C=O (paraphenylene diisocyanate), N(=C=O)CC1CCC(CC1)CN=C=O (1,4-diisocyanato methylcyclohexane), 4,4'-diisocyanato diphenyl ether, 4,4'-diphenylene diisocyanate, [N-]=C=O.[N-]=C=O.C1(=CC=CC=C1)CC1=CC=CC=C1 (diphenylmethane diisocyanate), diisocyanate, C(CCCN=C=O)N=C=O (tetramethylene diisocyanate), C1(=CC(=CC=C1)CN=C=O)CN=C=O (m-xylylene diisocyanate), C1(=CC=C(C=C1)CN=C=O)CN=C=O (p-xylylene diisocyanate), C1CC(CCC1CC2CCC(CC2)N=C=O)N=C=O (4,4'-diisocyanato dicyclohexylmethane), C1(=CC(=CC=C1)N=C=O)N=C=O (m-phenylene diisocyanate), CC1=C(C=CC(=C1)C2=CC(=C(C=C2)N=C=O)C)N=C=O (3,3'-dimethyl-4,4'-biphenylene diisocyanate). The product is CC=1C(=CC(=CC1)N=C=O)N=C=O (2,4-tolylene diisocyanate). Reaction SMILES: C[C:2]1[C:3]([N:11]=[C:12]=[O:13])=[CH:4][CH:5]=[CH:6][C:7]=1[N:8]=[C:9]=[O:10].[N-]=[C:15]=O.[N-]=C=O.C1(CC2C=CC=CC=2)C=CC=CC=1.C1(N=C=O)C=CC=C(N=C=O)C=1.C(N=C=O)CCCN=C=O.COC1C=C(C2C=CC(N=C=O)=C(OC)C=2)C=CC=1N=C=O.CC1C=C(C2C=CC(N=C=O)=C(C)C=2)C=CC=1N=C=O.C1(N=C=O)C=CC(N=C=O)=CC=1.C1C=C(N=C=O)C2C=CC=C(N=C=O)C=2C=1.C1(CN=C=O)C=CC(CN=C=O)=CC=1.C1(CN=C=O)C=CC=C(CN=C=O)C=1.N(CC1CCCC(CN=C=O)C1)=C=O.N(CC1CCC(CN=C=O)CC1)=C=O.C1C(CC2CCC(N=C=O)CC2)CCC(N=C=O)C1>>[CH3:15][C:4]1[C:3]([N:11]=[C:12]=[O:13])=[CH:2][C:7]([N:8]=[C:9]=[O:10])=[CH:6][CH:5]=1 |f:1.2.3|. Procedure details: 2,6-tolylene diisocyanate; diphenylmethane diisocyanate (may be abbreviated as "MDI"); m-phenylene diisocyanate; tetramethylene diisocyanate; 3,3'-dimethoxy-4,4'-biphenylene diisocyanate; 3,3'-dimethyl-4,4'-biphenylene diisocyanate; 4,4'-diphenylene diisocyanate; paraphenylene diisocyanate; 4,4'-diisocyanato diphenyl ether; 1,5-naphthalene diisocyanate; p-xylylene diisocyanate; m-xylylene diisocyanate; 1,3-diisocyanato methyl-cyclohexane; 1,4-diisocyanato methylcyclohexane; 4,4'-diisocyanato dic... Starting materials: S(=O)(=O)=O (sulfur trioxide), CN(C=O)C (dimethylformamide), C(C1=CC=CC=C1)OC(=O)N[C@@H]1C(N[C@H]1C)=O ((3S-trans)-3-benzyloxycarbonylamino-4-methylazetidinone), CN(C=O)C (dimethylformamide), P(=O)([O-])([O-])[O-].[K+].[K+].[K+] (potassium phosphate). Reaction conditions: time 1 hour. The product is C(CCC)[N+](CCCC)(CCCC)CCCC.C[C@H]1[C@@H](C(N1S(=O)(=O)[O-])=O)NC(=O)OCC1=CC=CC=C1 ((3S-trans)-4-Methyl-2-oxo-3-[[(phenylmethoxy)carbonyl]amino]-1-azetidinesulfonic acid, tetrabutylammonium salt). Reaction SMILES: [CH2:1]([O:8][C:9]([NH:11][C@H:12]1[C@H:15]([CH3:16])[NH:14][C:13]1=[O:17])=[O:10])[C:2]1[CH:7]=[CH:6][CH:5]=[CH:4][CH:3]=1.[S:18](=[O:21])(=[O:20])=[O:19].P([O-])([O-])([O-])=O.[K+].[K+].[K+].[CH3:30][N:31]([CH3:34])[CH:32]=O>>[CH2:30]([N+:31]([CH2:34][CH2:13][CH2:12][CH3:15])([CH2:16][CH2:15][CH2:12][CH3:13])[CH2:32][CH2:4][CH2:5][CH3:6])[CH2:1][CH2:2][CH3:3].[CH3:16][C@@H:15]1[N:14]([S:18]([O-:21])(=[O:20])=[O:19])[C:13](=[O:17])[C@H:12]1[NH:11][C:9]([O:8][CH2:1][C:2]1[CH:3]=[CH:4][CH:5]=[CH:6][CH:7]=1)=[O:10] |f:2.3.4.5,7.8|. Reported procedure: A solution of 600 mg of (3S-trans)-3-benzyloxycarbonylamino-4-methylazetidinone in 2 ml of dimethylformamide is cooled to 0° C. and 4 ml of 0.8M sulfur trioxide in dimethylformamide is added. The solution is stirred at room temperature under nitrogen for 1 hour and poured into 80 ml of cold 0.5M monobasic potassium phosphate (adjusted to pH 5.5). The solution is extracted with three 50 ml portions of methylene chloride (discarded) and 868 mg of tetrabutylammonium bisulfate is added. The resultin... Reactants: CC(=O)[O-], CC(=O)[O-], Cc1csc(B(O)O)c1, CCCC(=O)Nc1nn(COCC[Si](C)(C)C)c2cc(Cl)ccc12, [Cs+], [F-], C1COCCO1, [Pd+2]. Yields the product CCCC(=O)Nc1nn(COCC[Si](C)(C)C)c2cc(-c3cc(C)cs3)ccc12. Reaction SMILES: [C:42]([O-:43])(=[O:44])[CH3:45].[C:47]([O-:48])(=[O:49])[CH3:50].[CH3:1][c:2]1[cH:3][c:4]([B:7]([OH:8])[OH:9])[s:5][cH:6]1.[Cl:12][c:13]1[cH:14][cH:15][c:16]2[c:17]([NH:30][C:31]([CH2:32][CH2:33][CH3:34])=[O:35])[n:18][n:19]([CH2:22][O:23][CH2:24][CH2:25][Si:26]([CH3:27])([CH3:28])[CH3:29])[c:20]2[cH:21]1.[Cs+:11].[F-:10].[O:36]1[CH2:37][CH2:38][O:39][CH2:40][CH2:41]1.[Pd+2:46]>>[CH3:1][c:2]1[cH:3][c:4](-[c:13]2[cH:14][cH:15][c:16]3[c:17]([NH:30][C:31]([CH2:32][CH2:33][CH3:34])=[O:35])[n:18][n:19]([CH2:22][O:23][CH2:24][CH2:25][Si:26]([CH3:27])([CH3:28])[CH3:29])[c:20]3[cH:21]2)[s:5][cH:6]1. The reactants are N1=NC=C(C=C1)C(CC)N1C(C2=CC=CC=C2C1=O)=O (2-[1-(Pyridazin-4-yl)propyl]isoindoline-1,3-dione), O.NN (hydrazine monohydrate). Run in CO (methanol). Conditions: temperature 60 celsius, time 3 hour. Yields the product N1=NC=C(C=C1)C(CC)N (1-(Pyridazin-4-yl)propan-1-amine). Yield: 100.0%. RXN SMILES: [N:1]1[CH:6]=[CH:5][C:4]([CH:7]([N:10]2C(=O)C3C(=CC=CC=3)C2=O)[CH2:8][CH3:9])=[CH:3][N:2]=1.O.NN>CO>[N:1]1[CH:6]=[CH:5][C:4]([CH:7]([NH2:10])[CH2:8][CH3:9])=[CH:3][N:2]=1 |f:1.2|. Procedure details: 2-[1-(Pyridazin-4-yl)propyl]isoindoline-1,3-dione (91.8 mg, 0.34 mmol) in methanol (1 mL) was mixed with hydrazine monohydrate (83 μL, 1.7 mmol) at room temperature and stirred at 60° C. for 3 hours. After completion of the reaction, the solid was filtered off with chloroform, and the filtrate was evaporated under reduced pressure repeatedly to give the desired product (100% yield). RXN SMILES: [CH3:32][NH:33][CH3:34].[CH:1]([CH3:2])([CH3:3])[O:4][C:5](=[O:6])[N:7]1[CH2:8][CH2:9][CH:10]([O:13][N:14]=[C:15]2[CH2:16][CH2:17][N:18]([c:21]3[c:22]([F:31])[cH:23][c:24]([C:28](=[O:29])[OH:30])[c:25]([F:27])[cH:26]3)[CH2:19][CH2:20]2)[CH2:11][CH2:12]1.[Cl:45][CH2:46][Cl:47].[OH:35][n:36]1[c:37]2[c:38]([cH:39][cH:40][cH:41][cH:42]2)[n:43][n:44]1>>[CH:1]([CH3:2])([CH3:3])[O:4][C:5](=[O:6])[N:7]1[CH2:8][CH2:9][CH:10]([O:13][N:14]=[C:15]2[CH2:16][CH2:17][N:18]([c:21]3[c:22]([F:31])[cH:23][c:24]([C:28](=[O:30])[N:33]([CH3:32])[CH3:34])[c:25]([F:27])[cH:26]3)[CH2:19][CH2:20]2)[CH2:11][CH2:12]1. Reactants: CNC, CC(C)OC(=O)N1CCC(ON=C2CCN(c3cc(F)c(C(=O)O)cc3F)CC2)CC1, ClCCl, On1nnc2ccccc21. Product: CC(C)OC(=O)N1CCC(ON=C2CCN(c3cc(F)c(C(=O)N(C)C)cc3F)CC2)CC1. Starting materials: step-ii, C([O-])([O-])=O.[Na+].[Na+] (sodium carbonate), BrC=1C=C2C(=NC1)N(C=C2C=2C=NN(C2)CC2=CC(=CC=C2)F)S(=O)(=O)C2=CC=C(C)C=C2 (5-bromo-3-(1-(3-fluorobenzyl)-1H-pyrazol-4-yl)-1-tosyl-1H-pyrrolo[2,3-b]pyridine), CC1(OB(OC1(C)C)C1=CC=C(C=C1)N1CCC(CC1)O)C (1-(4-(4,4,5,5-tetramethyl-1,3,2-dioxaborolan-2-yl)phenyl)piperidin-4-ol). The reagents and catalysts are C1=CC=C(C=C1)P([C-]2C=CC=C2)C3=CC=CC=C3.C1=CC=C(C=C1)P([C-]2C=CC=C2)C3=CC=CC=C3.Cl[Pd]Cl.[Fe+2] (Pd(dppf)Cl2). Solvent: COCCOC.O (DME water). Product: FC=1C=C(CN2N=CC(=C2)C2=CN(C3=NC=C(C=C32)C3=CC=C(C=C3)N3CCC(CC3)O)S(=O)(=O)C3=CC=C(C)C=C3)C=CC1 (1-(4-(3-(1-(3-fluorobenzyl)-1H-pyrazol-4-yl)-1-tosyl-1H-pyrrolo[2,3-b]pyridin-5-yl)phenyl) piperidin-4-ol). Reaction SMILES: Br[C:2]1[CH:3]=[C:4]2[C:10]([C:11]3[CH:12]=[N:13][N:14]([CH2:16][C:17]4[CH:22]=[CH:21][CH:20]=[C:19]([F:23])[CH:18]=4)[CH:15]=3)=[CH:9][N:8]([S:24]([C:27]3[CH:33]=[CH:32][C:30]([CH3:31])=[CH:29][CH:28]=3)(=[O:26])=[O:25])[C:5]2=[N:6][CH:7]=1.CC1(C)C(C)(C)OB([C:42]2[CH:47]=[CH:46][C:45]([N:48]3[CH2:53][CH2:52][CH:51]([OH:54])[CH2:50][CH2:49]3)=[CH:44][CH:43]=2)O1.C(=O)([O-])[O-].[Na+].[Na+]>COCCOC.O.C1C=CC(P(C2C=CC=CC=2)[C-]2C=CC=C2)=CC=1.C1C=CC(P(C2C=CC=CC=2)[C-]2C=CC=C2)=CC=1.Cl[Pd]Cl.[Fe+2]>[F:23][C:19]1[CH:18]=[C:17]([CH:22]=[CH:21][CH:20]=1)[CH2:16][N:14]1[CH:15]=[C:11]([C:10]2[C:4]3[C:5](=[N:6][CH:7]=[C:2]([C:42]4[CH:47]=[CH:46][C:45]([N:48]5[CH2:53][CH2:52][CH:51]([OH:54])[CH2:50][CH2:49]5)=[CH:44][CH:43]=4)[CH:3]=3)[N:8]([S:24]([C:27]3[CH:28]=[CH:29][C:30]([CH3:31])=[CH:32][CH:33]=3)(=[O:25])=[O:26])[CH:9]=2)[CH:12]=[N:13]1 |f:2.3.4,5.6,7.8.9.10|. Procedure details: Using similar reaction conditions as described in step-ii of example-1, 5-bromo-3-(1-(3-fluorobenzyl)-1H-pyrazol-4-yl)-1-tosyl-1H-pyrrolo[2,3-b]pyridine (compound of Step-i of example 9) (150 mg, 0.28 mmol) was coupled with 1-(4-(4,4,5,5-tetramethyl-1,3,2-dioxaborolan-2-yl)phenyl)piperidin-4-ol (130 mg, 0.428 mmol) using sodium carbonate (89 mg, 0.84 mmol) and Pd(dppf)Cl2 (10 mg, 0.14 mmol) in DME/water (10/1 mL). This afforded 130 mg (crude). MS: m/z=622.5 (M+1).